This data is from the Open Reaction Database (ORD), a public repository of structured organic reaction records. The task is: describe an organic reaction: reactants, conditions, products, and yield The product is CCOC(=O)Cc1ccc(C(C)=O)cc1. As a reaction SMILES: [Al+3:14].[C:22](=[S:23])=[S:24].[CH3:17][C:18]([Cl:19])=[O:20].[Cl-:13].[Cl-:15].[Cl-:16].[ClH:21].[c:1]1([CH2:7][C:8](=[O:9])[O:10][CH2:11][CH3:12])[cH:2][cH:3][cH:4][cH:5][cH:6]1>>[c:1]1([CH2:7][C:8](=[O:9])[O:10][CH2:11][CH3:12])[cH:2][cH:3][c:4]([C:18]([CH3:17])=[O:20])[cH:5][cH:6]1. Starting materials: [Al+3], S=C=S, CC(=O)Cl, [Cl-], [Cl-], [Cl-], Cl, CCOC(=O)Cc1ccccc1. Starting materials: S1C(=CC=2OC3=C(C21)C=CC=C3)C(=O)O (thieno[3,2-b]benzofuran-2-carboxylic acid), S(=O)(Cl)Cl (thionyl chloride), C(Cl)(Cl)Cl (chloroform). Run in CN(C=O)C (dimethylformamide). The product is S1C(=CC=2OC3=C(C21)C=CC=C3)C(=O)Cl (thieno[3,2-b]benzofuran-2-carboxylic acid chloride). Reaction SMILES: [S:1]1[C:8]2[C:7]3[CH:9]=[CH:10][CH:11]=[CH:12][C:6]=3[O:5][C:4]=2[CH:3]=[C:2]1[C:13]([OH:15])=O.S(Cl)([Cl:18])=O.C(Cl)(Cl)Cl>CN(C)C=O>[S:1]1[C:8]2[C:7]3[CH:9]=[CH:10][CH:11]=[CH:12][C:6]=3[O:5][C:4]=2[CH:3]=[C:2]1[C:13]([Cl:18])=[O:15]. Procedure: A suspension of 15.5 g thieno[3,2-b]benzofuran-2-carboxylic acid, 16.9 g of thionyl chloride, 150 ml of chloroform and 1 ml of dimethylformamide is refluxed 5 hours, the reaction mixture is screened and the solvent removed from the filtrate to yield thieno[3,2-b]benzofuran-2-carboxylic acid chloride as a brown solid. 5.1 g of the above mentioned acid chloride is added portionwise over 30 minutes to a stirred mixture of 2.7 g of 2-aminothiophenol, 50 ml of toluene and 5 ml of pyridine cooled in a... Starting materials: C1(CC1)NC(=O)C1=CN(C2=NC=CC=C2C1=O)C1=CC(=CC=C1)C=1C=NC(=CC1)OCC1=CC=CC=C1 (N-Cyclopropyl-1-[3-(6-benzyloxypyridin-3-yl)phenyl]-1,4-dihydro[1,8]naphthyridin-4-one-3-carboxamide), FC(C(=O)O)(F)F (trifluoroacetic acid), FC(C(=O)O)(F)F (trifluoroacetic acid). Solvent: C(Cl)Cl (methylene chloride), C([O-])(O)=O.[Na+] (sodium bicarbonate), ClCCCl (1,2-dichloroethane). Run at temperature 60 celsius, time 18 hour. Yields the product C1(CC1)NC(=O)C1=CN(C2=NC=CC=C2C1=O)C1=CC(=CC=C1)C1=CNC(C=C1)=O (N-Cyclopropyl-1-[3-(1,6-dihydro-6-oxopyridin-3-yl)phenyl]-1,4-dihydro[1,8]naphthyridin-4-one-3-carboxamide). Reaction SMILES: [CH:1]1([NH:4][C:5]([C:7]2[C:16](=[O:17])[C:15]3[C:10](=[N:11][CH:12]=[CH:13][CH:14]=3)[N:9]([C:18]3[CH:23]=[CH:22][CH:21]=[C:20]([C:24]4[CH:25]=[N:26][C:27]([O:30]CC5C=CC=CC=5)=[CH:28][CH:29]=4)[CH:19]=3)[CH:8]=2)=[O:6])[CH2:3][CH2:2]1.FC(F)(F)C(O)=O>ClCCCl.C(Cl)Cl.C(=O)(O)[O-].[Na+]>[CH:1]1([NH:4][C:5]([C:7]2[C:16](=[O:17])[C:15]3[C:10](=[N:11][CH:12]=[CH:13][CH:14]=3)[N:9]([C:18]3[CH:23]=[CH:22][CH:21]=[C:20]([C:24]4[CH:29]=[CH:28][C:27](=[O:30])[NH:26][CH:25]=4)[CH:19]=3)[CH:8]=2)=[O:6])[CH2:3][CH2:2]1 |f:4.5|. Reported procedure: To a solution of N-cyclopropyl-1-[3-(6-benzyloxypyridin-3-yl)phenyl]-1,4-dihydro[1,8]naphthyridin-4-one-3-carboxamide from Example 42 in 1,2-dichloroethane (25 ml/mmol) was added trifluoroacetic acid (1.5 ml/mmol) and the resulting mixture was stirred at 60° C. for 18 hours. More trifluoroacetic acid was added (0.75 ml/mmol) and heating was continued for a further 24 hours. The cooled mixture was diluted with methylene chloride and saturated aqueous sodium bicarbonate was added, resulting in pre... The reactants are C(C1=CC=CC=C1)NC(=O)N.COC([C@@H](N)CC1=CNC=N1)=O (Benzyl-urea histidine Methyl Ester), CO (methanol), [OH-].[Na+] (sodium hydroxide), Cl (HCl). The solvent is C1CCOC1 (THF), O (water), C(C)(=O)OCC (ethyl acetate). Reaction conditions: time 8 hour. The product is C(C1=CC=CC=C1)NC(=O)N.N[C@@H](CC1=CNC=N1)C(=O)O (Benzyl-urea histidine). Isolated yield 49.6%. RXN SMILES: [CH2:1]([NH:8][C:9]([NH2:11])=[O:10])[C:2]1[CH:7]=[CH:6][CH:5]=[CH:4][CH:3]=1.C[O:13][C:14](=[O:23])[C@H:15]([CH2:17][C:18]1[N:22]=[CH:21][NH:20][CH:19]=1)[NH2:16].CO.[OH-].[Na+].Cl>C1COCC1.C(OCC)(=O)C.O>[CH2:1]([NH:8][C:9]([NH2:11])=[O:10])[C:2]1[CH:7]=[CH:6][CH:5]=[CH:4][CH:3]=1.[NH2:16][C@H:15]([C:14]([OH:23])=[O:13])[CH2:17][C:18]1[N:22]=[CH:21][NH:20][CH:19]=1 |f:0.1,3.4,9.10|. Procedure: To a solution of the ester from Step 1 (1.9 g, 3.5 mmol) in THF:methanol (10 mL each) and water (2 mL) was added sodium hydroxide (0.4 g, 10 mmol), and the solution was stirred overnight at room temperature. The solution was added to 1N HCl:ethyl acetate (30 mL each). The organic layer was separated and washed with 1N HC1, brine, dried over MgSO4, and concentrated. The product was obtained as a white foam (0.53 g, 53%); ES-MS 289 (m+1). Reactants: C([O-])([O-])=O.[Cs+].[Cs+] (cesium carbonate), BrCCO[Si](C)(C)C(C)(C)C ((2-bromethoxy)-tert.butyldimethylsilane), OC1=C(C=CC2=CC=CC=C12)C(=O)OC (methyl 1-hydroxy-2-naphthoate). Run in CN(C)C=O (DMF). The product is COC(=O)C1=C(C2=CC=CC=C2C=C1)OCCO[Si](C)(C)C(C)(C)C (1-[2-(tert-butyl-dimethyl-silanyloxy)-ethoxy]-naphthalene-2-carboxylic acid methyl ester). Isolated yield 94.6%. Reaction SMILES: C(=O)([O-])[O-].[Cs+].[Cs+].[OH:7][C:8]1[C:17]2[C:12](=[CH:13][CH:14]=[CH:15][CH:16]=2)[CH:11]=[CH:10][C:9]=1[C:18]([O:20][CH3:21])=[O:19].Br[CH2:23][CH2:24][O:25][Si:26]([C:29]([CH3:32])([CH3:31])[CH3:30])([CH3:28])[CH3:27]>CN(C=O)C>[CH3:21][O:20][C:18]([C:9]1[CH:10]=[CH:11][C:12]2[C:17](=[CH:16][CH:15]=[CH:14][CH:13]=2)[C:8]=1[O:7][CH2:23][CH2:24][O:25][Si:26]([C:29]([CH3:32])([CH3:31])[CH3:30])([CH3:28])[CH3:27])=[O:19] |f:0.1.2|. Procedure: To 5.2 g cesium carbonate and 1.6 g methyl 1-hydroxy-2-naphthoate in 10 ml abs. DMF was added 1.9 g (2-bromethoxy)-tert.butyldimethylsilane and the mixture was reacted for 4 h at 60-80° C. The reaction was poured unto ice and extracted with ethyl acetate twice. The combined organic layers were washed with aqueous sat. sodium hydrogen carbonate solution and brine, dried over magnesium sulphate and concentrated in vacuo to yield 2.7 g of 1-[2-(tert-butyl-dimethyl-silanyloxy)-ethoxy]-naphthalene-2-...